Dataset: the Open Reaction Database (ORD), a public repository of structured organic reaction records. Task: describe an organic reaction: reactants, conditions, products, and yield RXN SMILES: [Cl:1][C:2]1[CH:9]=[C:6]([CH:7]=[O:8])[C:5]([OH:10])=[CH:4][CH:3]=1.[CH:11]1(OS(C)(=O)=O)[CH2:16][CH2:15][CH2:14][CH2:13][CH2:12]1.C(=O)([O-])[O-].[K+].[K+]>CN(C)C=O>[Cl:1][C:2]1[CH:3]=[CH:4][C:5]([O:10][CH:11]2[CH2:16][CH2:15][CH2:14][CH2:13][CH2:12]2)=[C:6]([CH:9]=1)[CH:7]=[O:8] |f:2.3.4|. Solvent: CN(C=O)C (dimethylformamide). Reported procedure: In a manner similar to the method described in Example 4a, 5-chloro salicylaldehyde (Aldrich) reacted with methanesulfonic acid cyclohexyl ester prepared in Example 132a and potassium carbonate in dimethylformamide to give a solid. MS (H+), 239. Product: ClC=1C=CC(=C(C=O)C1)OC1CCCCC1 (5-chloro-2-cyclohexyloxy-benzaldehyde). Reactants: C1(CCCCC1)OS(=O)(=O)C (methanesulfonic acid cyclohexyl ester), C([O-])([O-])=O.[K+].[K+] (potassium carbonate), ClC1=CC=C(C(C=O)=C1)O (5-chloro salicylaldehyde). Product: CC(C)(C)OC(=O)Cc1cnc(Cl)c(F)c1. As a reaction SMILES: [Br:1][c:2]1[cH:3][c:4]([F:9])[c:5]([Cl:8])[n:6][cH:7]1.[C:11]([CH3:12])([CH3:13])([CH3:14])[O:15][C:16]([CH2:17][Zn+:18])=[O:19].[CH2:20]1[O:21][CH2:22][CH2:23][CH2:24]1.[Cl-:10]>>[c:2]1([CH2:17][C:16]([O:15][C:11]([CH3:12])([CH3:13])[CH3:14])=[O:19])[cH:3][c:4]([F:9])[c:5]([Cl:8])[n:6][cH:7]1. The reactants are Fc1cc(Br)cnc1Cl, CC(C)(C)OC(=O)C[Zn+], C1CCOC1, [Cl-]. Reaction conditions: time 1 hour. Reported procedure: A suspension of 4-amino-2-bromo-5-methylthiazole hydrobromide (50 mM 13.7 g) in acetic anhydride (100 ml) was treated dropwise with pyridine (10 ml) while cooling in an ice bath. After stirring for 1 h. the reaction mixture was poured onto 20% aqueous sodium acetate (1l) and the aqueous solution extracted with dichloromethane (3×500 ml.). The combined organic layers were dried and evaporated under reduced pressure to give an oil which crystallised on trituration with ether. The crude product was... The solvent is C(C)(=O)OC(C)=O (acetic anhydride). Reaction SMILES: Br.[NH2:2][C:3]1[N:4]=[C:5]([Br:9])[S:6][C:7]=1[CH3:8].N1C=CC=CC=1.[C:16]([O-])(=[O:18])[CH3:17].[Na+]>C(OC(=O)C)(=O)C>[C:16]([NH:2][C:3]1[N:4]=[C:5]([Br:9])[S:6][C:7]=1[CH3:8])(=[O:18])[CH3:17] |f:0.1,3.4|. The reactants are N1=CC=CC=C1 (pyridine), Br.NC=1N=C(SC1C)Br (4-amino-2-bromo-5-methylthiazole hydrobromide), C(C)(=O)[O-].[Na+] (sodium acetate). The product is C(C)(=O)NC=1N=C(SC1C)Br (4-Acetamido-2-bromo-5-methylthiazole). Isolated yield 50.0%.